This data is from the Open Reaction Database (ORD), a public repository of structured organic reaction records. The task is: describe an organic reaction: reactants, conditions, products, and yield The reactants are Cc1nc(N2CC(C)N(Cc3ccc(F)cc3)C2=O)sc1C(=O)O, Cc1nc(N2CC(C)N(Cc3ccc(F)cc3)C2=O)sc1C(=O)O, NCc1cccnc1, NCc1ccccn1. Yields the product Cc1nc(N2CC(C)N(Cc3ccc(F)cc3)C2=O)sc1C(=O)NCc1ccccn1. As a reaction SMILES: [F:17][c:18]1[cH:19][cH:20][c:21]([CH2:22][N:23]2[C:24](=[O:38])[N:25]([c:29]3[s:30][c:31]([C:35](=[O:36])[OH:37])[c:32]([CH3:34])[n:33]3)[CH2:26][CH:27]2[CH3:28])[cH:39][cH:40]1.[F:41][c:42]1[cH:43][cH:44][c:45]([CH2:46][N:47]2[CH:48]([CH3:49])[CH2:50][N:51]([c:52]3[s:53][c:54]([C:55]([OH:56])=[O:57])[c:58]([CH3:59])[n:60]3)[C:61]2=[O:62])[cH:63][cH:64]1.[n:1]1[cH:2][cH:3][cH:4][c:5]([CH2:6][NH2:7])[cH:8]1.[n:9]1[c:10]([CH2:15][NH2:16])[cH:11][cH:12][cH:13][cH:14]1>>[n:9]1[c:10]([CH2:15][NH:16][C:35]([c:31]2[s:30][c:29]([N:25]3[C:24](=[O:38])[N:23]([CH2:22][c:21]4[cH:20][cH:19][c:18]([F:17])[cH:40][cH:39]4)[CH:27]([CH3:28])[CH2:26]3)[n:33][c:32]2[CH3:34])=[O:36])[cH:11][cH:12][cH:13][cH:14]1. The reactants are C(C)(C)(C)OC(=O)N1CCC(CC1)O (4-hydroxy-piperidine-1-carboxylic acid tert-butyl ester), C1=CC(=CC=C1COC(=O)/N=N\C(=O)OCC2=CC=C(C=C2)Cl)Cl (di-(4-chlorobenzyl)azodicarboxylate), C1(=CC=CC=C1)P(C1=CC=CC=C1)C1=CC=CC=C1 (triphenylphosphine), BrC=1C=C(C=NC1)O (5-bromopyridin-3-ol). The product is C(C)(C)(C)OC(=O)N1CCC(CC1)OC=1C=NC=C(C1)Br (4-(5-Bromopyridin-3-yloxy)-piperidine-1-carboxylic acid tert-butyl ester). As a reaction SMILES: [Br:1][C:2]1[CH:3]=[C:4]([OH:8])[CH:5]=[N:6][CH:7]=1.[C:9]([O:13][C:14]([N:16]1[CH2:21][CH2:20][CH:19](O)[CH2:18][CH2:17]1)=[O:15])([CH3:12])([CH3:11])[CH3:10].C1C(COC(/N=N\C(OCC2C=CC(Cl)=CC=2)=O)=O)=CC=C(Cl)C=1.C1(P(C2C=CC=CC=2)C2C=CC=CC=2)C=CC=CC=1>>[C:9]([O:13][C:14]([N:16]1[CH2:21][CH2:20][CH:19]([O:8][C:4]2[CH:5]=[N:6][CH:7]=[C:2]([Br:1])[CH:3]=2)[CH2:18][CH2:17]1)=[O:15])([CH3:12])([CH3:10])[CH3:11]. Reported procedure: In analogy to the procedure described for the preparation of intermediate A-7, 5-bromopyridin-3-ol was reacted with 4-hydroxy-piperidine-1-carboxylic acid tert-butyl ester in presence of di-(4-chlorobenzyl)azodicarboxylate and triphenylphosphine to give the title compound as a light yellow amorphous solid. MS: 357.0 and 359.0 (M+H+). As a reaction SMILES: [CH3:1][O:2][C:3]([C:5]1[CH:6]=[C:7]([N:11]2[C:15](=[O:16])[C:14]3([CH2:21][CH2:20][N:19](C(OCC4C=CC=CC=4)=O)[CH2:18][CH2:17]3)[N:13]([C:32]3[CH:37]=[CH:36][CH:35]=[CH:34][CH:33]=3)[CH2:12]2)[CH:8]=[CH:9][CH:10]=1)=[O:4]>CO.[Pd]>[O:16]=[C:15]1[C:14]2([CH2:17][CH2:18][NH:19][CH2:20][CH2:21]2)[N:13]([C:32]2[CH:33]=[CH:34][CH:35]=[CH:36][CH:37]=2)[CH2:12][N:11]1[C:7]1[CH:6]=[C:5]([CH:10]=[CH:9][CH:8]=1)[C:3]([O:2][CH3:1])=[O:4]. Isolated yield 91.2%. Yields the product O=C1N(CN(C12CCNCC2)C2=CC=CC=C2)C=2C=C(C(=O)OC)C=CC2 (methyl 3-(4-oxo-1-phenyl-1,3,8-triazaspiro[4.5]decan-3-yl)benzoate). Procedure: To a solution of benzyl 3-(3-(methoxycarbonyl)phenyl)-4-oxo-1-phenyl-1,3,8-triazaspiro[4.5]decane-8-carboxylate (0.18 g, 0.36 mmol) in methanol (4 mL), was added 10 wt % palladium on carbon (0.036 g). After stirring under hydrogen at room temperature and atmospheric pressure for 18 hours, the reaction mixture was filtered, washed with methanol, concentrated in vacuo to obtain methyl 3-(4-oxo-1-phenyl-1,3,8-triazaspiro[4.5]decan-3-yl)benzoate (0.12 g). Starting materials: COC(=O)C=1C=C(C=CC1)N1CN(C2(C1=O)CCN(CC2)C(=O)OCC2=CC=CC=C2)C2=CC=CC=C2 (benzyl 3-(3-(methoxycarbonyl)phenyl)-4-oxo-1-phenyl-1,3,8-triazaspiro[4.5]decane-8-carboxylate). Solvent: CO (methanol). Conditions: time 18 hour. Reagents/catalysts: [Pd] (palladium on carbon). Starting materials: mixture, FC1=C(C(C(=O)F)=C(C(=C1F)F)F)C(=O)F (3,4,5,6-tetrafluorophthaloyldifluoride), FC1(OC(C2=C(C(=C(C(=C12)F)F)F)F)=O)F (3,3,4,5,6,7-hexafluoro-1-[3H]-isobenzofuranone), ClC1=C(C(=O)O)C=CC(=C1)Cl (2,4-dichlorobenzoic acid). Yields the product FC=1C(=C(C(=C2C1C(=O)OC2=O)F)F)F (tetrafluorophthalic anhydride). The yield is 62.5%. Reaction SMILES: [F:1][C:2]1[C:10]([F:11])=[C:9]([F:12])[C:8]([F:13])=[C:4]([C:5](F)=[O:6])[C:3]=1[C:14](F)=[O:15].FC1(F)C2C(=C(F)C(F)=C(F)C=2F)C(=O)[O:19]1.ClC1C=C(Cl)C=CC=1C(O)=O>>[F:1][C:2]1[C:10]([F:11])=[C:9]([F:12])[C:8]([F:13])=[C:4]2[C:5](=[O:19])[O:6][C:14](=[O:15])[C:3]=12. Procedure details: Into a 200 ml glass reactor equipped with a reflux condenser and a stirrer, 50 g (0.207 mol) of the mixture (1:1) of the 3,4,5,6-tetrafluorophthaloyldifluoride and the 3,3,4,5,6,7-hexafluoro-1-[3H]-isobenzofuranone of Example 2, and 79.0 g (0.414 mol) of 2,4-dichlorobenzoic acid were charged, and the mixture was reacted at 150° C. for 6 hours with vigorous stirring. Then, the reaction mixture was separated by distillation to obtain 28.5 g of tetrafluorophthalic anhydride. The yield was 62.5%. Starting materials: O=C([O-])O, CCN=C=NCCCN(C)C, CN1CCOCC1, CC(C)OC(C)C, O=S(=O)(c1ccc(Cl)cc1)C1(c2cc(F)ccc2F)CCNCC1, ClCCl, Cl, Cl, [Na+]. The product is CN(C)CC(=O)N1CCC(c2cc(F)ccc2F)(S(=O)(=O)c2ccc(Cl)cc2)CC1. As a reaction SMILES: [C:45](=[O:46])([OH:47])[O-:48].[CH2:34]([N:35]=[C:36]=[N:37][CH2:38][CH2:39][CH2:40][N:41]([CH3:42])[CH3:43])[CH3:44].[CH3:26][N:27]1[CH2:28][CH2:29][O:30][CH2:31][CH2:32]1.[CH:53]([O:54][CH:55]([CH3:56])[CH3:57])([CH3:58])[CH3:59].[Cl:2][c:3]1[cH:4][cH:5][c:6]([S:9](=[O:10])(=[O:11])[C:12]2([c:18]3[c:19]([F:25])[cH:20][cH:21][c:22]([F:24])[cH:23]3)[CH2:13][CH2:14][NH:15][CH2:16][CH2:17]2)[cH:7][cH:8]1.[Cl:50][CH2:51][Cl:52].[ClH:1].[ClH:33].[Na+:49]>>[Cl:2][c:3]1[cH:4][cH:5][c:6]([S:9](=[O:10])(=[O:11])[C:12]2([c:18]3[c:19]([F:25])[cH:20][cH:21][c:22]([F:24])[cH:23]3)[CH2:13][CH2:14][N:15]([C:29]([CH2:28][N:27]([CH3:26])[CH3:32])=[O:30])[CH2:16][CH2:17]2)[cH:7][cH:8]1. Procedure: 100 mg (0.224 mmol) of 1-(morpholin-4-ylcarbonyl)-5-[4-(trifluoromethyl)phenyl]piperidine-3-carbothioamide (Example 53A) and 67 mg (0.269 mmol) of 2-bromo-1-(4-methylpyridin-3-yl)ethanone hydrochloride were reacted according to the General Method 3. Yield: 13 mg (12% of theory). Product: CC1=C(C=NC=C1)C=1N=C(SC1)C1CN(CC(C1)C1=CC=C(C=C1)C(F)(F)F)C(=O)N1CCOCC1 (4-({3-[4-(4-Methylpyridin-3-yl)-1,3-thiazol-2-yl]-5-[4-(trifluoromethyl)phenyl]piperidin-1-yl}carbonyl)morpholine). Starting materials: N1(CCOCC1)C(=O)N1CC(CC(C1)C1=CC=C(C=C1)C(F)(F)F)C(N)=S (1-(Morpholin-4-ylcarbonyl)-5-[4-(trifluoromethyl)phenyl]piperidine-3-carbothioamide), Cl.BrCC(=O)C=1C=NC=CC1C (2-bromo-1-(4-methylpyridin-3-yl)ethanone hydrochloride). As a reaction SMILES: [N:1]1([C:7]([N:9]2[CH2:14][CH:13]([C:15]3[CH:20]=[CH:19][C:18]([C:21]([F:24])([F:23])[F:22])=[CH:17][CH:16]=3)[CH2:12][CH:11]([C:25](=[S:27])[NH2:26])[CH2:10]2)=[O:8])[CH2:6][CH2:5][O:4][CH2:3][CH2:2]1.Cl.Br[CH2:30][C:31]([C:33]1[CH:34]=[N:35][CH:36]=[CH:37][C:38]=1[CH3:39])=O>>[CH3:39][C:38]1[CH:37]=[CH:36][N:35]=[CH:34][C:33]=1[C:31]1[N:26]=[C:25]([CH:11]2[CH2:12][CH:13]([C:15]3[CH:20]=[CH:19][C:18]([C:21]([F:22])([F:23])[F:24])=[CH:17][CH:16]=3)[CH2:14][N:9]([C:7]([N:1]3[CH2:6][CH2:5][O:4][CH2:3][CH2:2]3)=[O:8])[CH2:10]2)[S:27][CH:30]=1 |f:1.2|.